The task is: describe an organic reaction: reactants, conditions, products, and yield. This data is from the Open Reaction Database (ORD), a public repository of structured organic reaction records. The reactants are CCO, O=[N+]([O-])c1c(OC(F)(F)F)ccc2nc(Cl)sc12, [NH4+], [OH-]. The product is Nc1nc2ccc(OC(F)(F)F)c([N+](=O)[O-])c2s1. Reaction SMILES: [CH3:21][CH2:22][OH:23].[Cl:1][c:2]1[s:3][c:4]2[c:5]([n:6]1)[cH:7][cH:8][c:9]([O:14][C:15]([F:16])([F:17])[F:18])[c:10]2[N+:11](=[O:12])[O-:13].[NH4+:19].[OH-:20]>>[c:2]1([NH2:19])[s:3][c:4]2[c:5]([n:6]1)[cH:7][cH:8][c:9]([O:14][C:15]([F:16])([F:17])[F:18])[c:10]2[N+:11](=[O:12])[O-:13]. The reactants are FCCC1(N=C(OC1)C)CCC1=CC(=C(C=C1)OCCCC1=CC(=CC=C1)C)C(F)(F)F (4-(2-fluoroethyl)-4-(2-{4-[3-(3-methylphenyl)propoxy]-3-trifluoromethylphenyl}ethyl)-2-methyl-2-oxazoline), Cl (hydrochloric acid). Solvent: C(C)O (ethanol). Conditions: temperature 80 celsius, time 1 hour. Product: Cl.NC(CO)(CCF)CCC1=CC(=C(C=C1)OCCCC1=CC(=CC=C1)C)C(F)(F)F (2-amino-4-fluoro-2-(2-{4-[3-(3-methylphenyl)propoxy]-3-trifluoromethylphenyl}ethyl)butanol hydrochloride). As a reaction SMILES: [F:1][CH2:2][CH2:3][C:4]1([CH2:10][CH2:11][C:12]2[CH:17]=[CH:16][C:15]([O:18][CH2:19][CH2:20][CH2:21][C:22]3[CH:27]=[CH:26][CH:25]=[C:24]([CH3:28])[CH:23]=3)=[C:14]([C:29]([F:32])([F:31])[F:30])[CH:13]=2)[CH2:8][O:7]C(C)=[N:5]1.[ClH:33]>C(O)C>[ClH:33].[NH2:5][C:4]([CH2:10][CH2:11][C:12]1[CH:17]=[CH:16][C:15]([O:18][CH2:19][CH2:20][CH2:21][C:22]2[CH:27]=[CH:26][CH:25]=[C:24]([CH3:28])[CH:23]=2)=[C:14]([C:29]([F:30])([F:31])[F:32])[CH:13]=1)([CH2:3][CH2:2][F:1])[CH2:8][OH:7] |f:3.4|. Procedure: Compound 107-1 (230 mg) was dissolved in ethanol (15 ml), concentrated hydrochloric acid (2 ml) was added, and the mixture was stirred at 80° C. for 1 hr. The reaction mixture was concentrated, and the residue was washed with diisopropyl ether to give the object product (230 mg) as a white powder.